This data is from the Open Reaction Database (ORD), a public repository of structured organic reaction records. The task is: describe an organic reaction: reactants, conditions, products, and yield Starting materials: ClCCC=1C(OC2=C(C1C)C=C(C(=C2)OC)OC(C)C)=O (3-(2-chloroethyl)-7-methoxy-4-methyl-6-(1-methylethoxy)-2H-1-benzopyran-2-one), Cl.COC1=C(C=CC=C1)N1CCNCC1 (1-(2-methoxyphenyl)piperazine hydrochloride). The solvent is C(C)O (ethanol). The product is COC1=CC2=C(C(=C(C(O2)=O)CCN2CCN(CC2)C2=C(C=CC=C2)OC)C)C=C1OC(C)C (7-methoxy-3-{2-[4-(2-methoxyphenyl)-1-piperazinyl]ethyl}-4-methyl-6-(1-methylethoxy)-2H-1-benzopyran-2-one). Yield: 54.0%. Reaction SMILES: Cl[CH2:2][CH2:3][C:4]1[C:5](=[O:21])[O:6][C:7]2[CH:14]=[C:13]([O:15][CH3:16])[C:12]([O:17][CH:18]([CH3:20])[CH3:19])=[CH:11][C:8]=2[C:9]=1[CH3:10].Cl.[CH3:23][O:24][C:25]1[CH:30]=[CH:29][CH:28]=[CH:27][C:26]=1[N:31]1[CH2:36][CH2:35][NH:34][CH2:33][CH2:32]1>C(O)C>[CH3:16][O:15][C:13]1[C:12]([O:17][CH:18]([CH3:20])[CH3:19])=[CH:11][C:8]2[C:9]([CH3:10])=[C:4]([CH2:3][CH2:2][N:34]3[CH2:33][CH2:32][N:31]([C:26]4[CH:27]=[CH:28][CH:29]=[CH:30][C:25]=4[O:24][CH3:23])[CH2:36][CH2:35]3)[C:5](=[O:21])[O:6][C:7]=2[CH:14]=1 |f:1.2|. Procedure: Process A; starting materials: 3-(2-chloroethyl)-7-methoxy-4-methyl-6-(1-methylethoxy)-2H-1-benzopyran-2-one (Example 30) and 1-(2-methoxyphenyl)piperazine hydrochloride; yield 54%; m.p. 123°-125° C. (from ethanol). The reactants are [H-].[Al+3].[Li+].[H-].[H-].[H-] (Lithium aluminum hydride), N (ammonia), C1CCOC1 (THF), C(C)(C)[Si](OC1CCC(CC1)C(C(=O)OCC)C)(C(C)C)C(C)C (Ethyl 4-triisopropylsilyloxycyclohexylpropionate), C(C)(=O)OCC (ethyl acetate). Reaction SMILES: [H-].[Al+3].[Li+].[H-].[H-].[H-].[CH:7]([Si:10]([CH:28]([CH3:30])[CH3:29])([CH:25]([CH3:27])[CH3:26])[O:11][CH:12]1[CH2:17][CH2:16][CH:15](C(C)C(OCC)=O)[CH2:14][CH2:13]1)([CH3:9])[CH3:8].C(OCC)(=O)C.N.[CH2:38]1C[O:41][CH2:40][CH2:39]1>>[CH:28]([Si:10]([CH:25]([CH3:27])[CH3:26])([CH:7]([CH3:9])[CH3:8])[O:11][CH:12]1[CH2:13][CH2:14][CH:15]([CH:40]([OH:41])[CH2:39][CH3:38])[CH2:16][CH2:17]1)([CH3:30])[CH3:29] |f:0.1.2.3.4.5|. Procedure details: Lithium aluminum hydride (2.7 g) was suspended in THF (200 ml). Ethyl 4-triisopropylsilyloxycyclohexylpropionate (s40) (21.3 g) was added dropwise to the suspension in the temperature range of −20° C. to −10° C., and the mixture was stirred at the same temperature range for 2 hours. After the completion of reaction had been confirmed by means of GC analysis, ethyl acetate and a saturated aqueous solution of ammonia were added successively to the reaction mixture under ice-cooling, and the deposi... Reaction conditions: time 2 hour. Product: C(C)(C)[Si](OC1CCC(CC1)C(CC)O)(C(C)C)C(C)C (4-triisopropylsilyloxycyclohexyl propanol). The reactants are BrC=1C=C(C=CC1)NN (3-bromophenyl hydrazine), C1(=CC=CC=C1)NN (phenyl hydrazine). The product is BrC=1C=C(C=CC1)N1N=C(C=C1)C (1-(3-bromophenyl)-3-methyl-1H-pyrazole). RXN SMILES: [Br:1][C:2]1[CH:3]=[C:4]([NH:8][NH2:9])[CH:5]=[CH:6][CH:7]=1.[C:10]1(NN)[CH:15]=CC=[CH:12][CH:11]=1>>[Br:1][C:2]1[CH:3]=[C:4]([N:8]2[CH:15]=[CH:10][C:11]([CH3:12])=[N:9]2)[CH:5]=[CH:6][CH:7]=1. Reported procedure: This compound was prepared by the same methodology described for EXAMPLE 1 with 3-bromophenyl hydrazine · HCl substituted for phenyl hydrazine. There was obtained 1-(3-bromophenyl)-3-methyl-1H-pyrazole-5-[(2'-aminosulfonyl-[1,1']-biphen-4-yl)carboxyamide; HRMS(M+H)+ calc. 511.043949; found: 511.043295. Starting materials: CCOC(=O)c1coc(C=Cc2ccccc2)n1, CC(C)C[Al+]CC(C)C, CO, ClCCl, [H-]. Product: O=Cc1coc(C=Cc2ccccc2)n1. As a reaction SMILES: [CH2:11]([O:13][C:14](=[O:12])[c:16]1[n:17][c:18]([CH:21]=[CH:22][c:23]2[cH:24][cH:25][cH:26][cH:27][cH:28]2)[o:19][cH:20]1)[CH3:15].[CH2:2]([Al+:3][CH2:4][CH:5]([CH3:6])[CH3:7])[CH:8]([CH3:9])[CH3:10].[CH3:29][OH:30].[Cl:31][CH2:32][Cl:33].[H-:1]>>[O:13]=[CH:14][c:16]1[n:17][c:18]([CH:21]=[CH:22][c:23]2[cH:24][cH:25][cH:26][cH:27][cH:28]2)[o:19][cH:20]1.